From a dataset of the Open Reaction Database (ORD), a public repository of structured organic reaction records. describe an organic reaction: reactants, conditions, products, and yield The reactants are C(C)(C)(C)OC(=O)N1CCNCCC1 ([1,4]Diazepane-1-carboxylic acid tert-butyl ester), FC1=CC=C(C=C1)[N+](=O)[O-] (1-Fluoro-4-nitro-benzene). Product: C(C)(C)(C)OC(=O)N1CCN(CCC1)C1=CC=C(C=C1)[N+](=O)[O-] (4-(4-Nitro-phenyl)-[1,4]diazepane-1-carboxylic acid tert-butyl ester). As a reaction SMILES: [C:1]([O:5][C:6]([N:8]1[CH2:14][CH2:13][CH2:12][NH:11][CH2:10][CH2:9]1)=[O:7])([CH3:4])([CH3:3])[CH3:2].F[C:16]1[CH:21]=[CH:20][C:19]([N+:22]([O-:24])=[O:23])=[CH:18][CH:17]=1>>[C:1]([O:5][C:6]([N:8]1[CH2:14][CH2:13][CH2:12][N:11]([C:16]2[CH:21]=[CH:20][C:19]([N+:22]([O-:24])=[O:23])=[CH:18][CH:17]=2)[CH2:10][CH2:9]1)=[O:7])([CH3:4])([CH3:2])[CH3:3]. Reported procedure: [1,4]Diazepane-1-carboxylic acid tert-butyl ester was reacted with 1-Fluoro-4-nitro-benzene at 60° C. by method D. The product with the molecular weight of 321.38 (C16H23N3O4) was obtained in this way; MS (ESI): 322 (M+H+). Starting materials: FC(S(=O)(=O)O)(F)F (Trifluoromethanesulfonic acid), ClC1=CC=C(C=C1)C1=CC=C(N1)C(=O)OC (methyl 5-(p-chlorophenyl)pyrrole-2-carboxylate), FC(SCl)(F)F (trifluoromethylsulfenyl chloride). The solvent is C(Cl)Cl (methylene chloride), C(Cl)Cl (methylene chloride). Reaction conditions: temperature -15 celsius, time 30 minute. Product: ClC1=CC=C(C=C1)C1=C(C=C(N1)C(=O)OC)SC(F)(F)F (Methyl 5-(p-chlorophenyl)-4-[(trifluoromethyl)thio]pyrrole-2-carboxylate). Isolated yield 902.7%. RXN SMILES: [F:1][C:2]([F:8])([F:7])[S:3](O)(=O)=O.[Cl:9][C:10]1[CH:15]=[CH:14][C:13]([C:16]2[NH:20][C:19]([C:21]([O:23][CH3:24])=[O:22])=[CH:18][CH:17]=2)=[CH:12][CH:11]=1.FC(F)(F)SCl>C(Cl)Cl>[Cl:9][C:10]1[CH:11]=[CH:12][C:13]([C:16]2[NH:20][C:19]([C:21]([O:23][CH3:24])=[O:22])=[CH:18][C:17]=2[S:3][C:2]([F:8])([F:7])[F:1])=[CH:14][CH:15]=1. Reported procedure: Trifluoromethanesulfonic acid (0.27 g, 0.001795 mol) is added to a solution of methyl 5-(p-chlorophenyl)pyrrole-2-carboxylate (4.23 g, 0.01795 mol) in methylene chloride (70 mL) at -30° C. This mixture is treated with trifluoromethylsulfenyl chloride (4.0 g, 0.0293 mol), stirred for 30 minutes at -15° C., warmed to room temperature with stirring for three hours, diluted with methylene chloride, washed with saturated sodium hydrogen carbonate solution and brine, dried over anhydrous magnesium sul...